From a dataset of the Open Reaction Database (ORD), a public repository of structured organic reaction records. describe an organic reaction: reactants, conditions, products, and yield Starting materials: CC(=O)C.OS(=O)(=O)O.O=[Cr](=O)=O (Jones reagent), solution, OC(C#CCCC=1C=C(OC1)[Si](CC)(CC)CC)CCCCCCCCCCC (4-(5-hydroxy-3-hexadecynyl)-2-triethylsilylfuran). The solvent is S(O)(O)(=O)=O (sulfuric acid), CC(=O)C (acetone). Conditions: time 20 minute. Yields the product O=C(C#CCCC=1C=C(OC1)[Si](CC)(CC)CC)CCCCCCCCCCC (4-(5-Oxo-3-hexadecynyl)-2-triethylsilylfuran). As a reaction SMILES: CC(C)=O.OS(O)(=O)=O.O=[Cr](=O)=O.[OH:14][CH:15]([CH2:32][CH2:33][CH2:34][CH2:35][CH2:36][CH2:37][CH2:38][CH2:39][CH2:40][CH2:41][CH3:42])[C:16]#[C:17][CH2:18][CH2:19][C:20]1[CH:21]=[C:22]([Si:25]([CH2:30][CH3:31])([CH2:28][CH3:29])[CH2:26][CH3:27])[O:23][CH:24]=1>S(=O)(=O)(O)O.CC(C)=O>[O:14]=[C:15]([CH2:32][CH2:33][CH2:34][CH2:35][CH2:36][CH2:37][CH2:38][CH2:39][CH2:40][CH2:41][CH3:42])[C:16]#[C:17][CH2:18][CH2:19][C:20]1[CH:21]=[C:22]([Si:25]([CH2:30][CH3:31])([CH2:28][CH3:29])[CH2:26][CH3:27])[O:23][CH:24]=1 |f:0.1.2|. Procedure details: Jones reagent (a 2.6M solution in sulfuric acid, 0.13 ml, 0.36 mmol) was added dropwise to a solution of 4-(5-hydroxy-3-hexadecynyl)-2-triethylsilylfuran (136.4 mg, 0.33 mmol) in acetone (5 ml) at 0°. After 20 minutes, the excess Jones reagent was destroyed with ethanol (Ca 1 ml) and the mixture was diluted with water. The organic phase was separated, dried (magnesium sulfate) and evaporated down to give an oil, which was purified by preparative silica plates to give the titled ketone. Starting materials: O=C[C@H](O)[C@@H](O)[C@H](O)[C@H](O)CO (glucose), P(=O)(O)(O)[O-].[K+] (potassium dihydrogenphosphate), [Cl-].[Na+] (sodium chloride), B(O)(O)O (boric acid), ferrous sulfate heptahydrate, S(=O)(=O)([O-])[O-].[NH4+].[NH4+] (ammonium sulfate), O.O.O.O.O.O.O.S(=O)(=O)([O-])[O-].[Mg+2] (magnesium sulfate heptahydrate), O.O.O.O.O.O.O.[Cl-].[Ca+2].[Cl-] (calcium chloride heptahydrate). The reagents and catalysts are O.O.S(=O)(=O)([O-])[O-].[Zn+2] (zinc sulfate dihydrate), O.O.O.O.O.O.[Co](Cl)Cl (cobalt chloride hexahydrate), O.O.[O-][Mo](=O)(=O)[O-].[Na+].[Na+] (sodium molybdate dihydrate), O.O.O.O.O.S(=O)(=O)([O-])[O-].[Cu+2] (copper sulfate pentahydrate), O.O.O.O.S(=O)(=O)([O-])[O-].[Mn+2] (manganese sulfate tetrahydrate). Conditions: time 15 hour. Product: N[C@@H](CCC(=O)O)C(=O)O (L-Glutamic Acid). As a reaction SMILES: O=C[C@@H:3]([C@H:5]([C@@H:7]([C@@H:9]([CH2:11][OH:12])O)O)O)[OH:4].S([O-])([O-])(=O)=O.[NH4+:18].[NH4+].[OH2:20].[OH2:21].O.O.O.O.O.S([O-])([O-])(=O)=O.[Mg+2].P([O-])(O)(O)=O.[K+].[Cl-].[Na+].O.O.O.O.O.O.O.[Cl-].[Ca+2].[Cl-].B(O)(O)O>O.O.O.O.S([O-])([O-])(=O)=O.[Mn+2].O.O.S([O-])([O-])(=O)=O.[Zn+2].O.O.O.O.O.S([O-])([O-])(=O)=O.[Cu+2].O.O.O.O.O.O.[Co](Cl)Cl.O.O.[O-][Mo]([O-])(=O)=O.[Na+].[Na+]>[NH2:18][C@H:5]([C:3]([OH:4])=[O:21])[CH2:7][CH2:9][C:11]([OH:12])=[O:20] |f:1.2.3,4.5.6.7.8.9.10.11.12,13.14,15.16,17.18.19.20.21.22.23.24.25.26,28.29.30.31.32.33,34.35.36.37,38.39.40.41.42.43.44,45.46.47.48.49.50.51,52.53.54.55.56|. Procedure: The strains Enterobacter agglomerans AJ13355 and the Klebsiella planticola AJ13399 were transformed with pMWC or pMWCB. Each of the resulting transformants AJ13355/pMWC, AJ13355/pMWCB, AJ13399/pMWC and AJ13399/pMWCB and the parent strains were inoculated into 500 ml-volume flask containing 20 ml of culture medium comprising 40 g/L glucose, 20 g/L ammonium sulfate, 0.5 g/L magnesium sulfate heptahydrate, 2 g/L potassium dihydrogenphosphate, 0.5 g/L sodium chloride, 0.25 g/L calcium chloride hepta... Starting materials: NO, C1COCCO1, O, O=C(Cl)c1cc([N+](=O)[O-])c(O)cc1O. Product: O=C(NO)c1cc([N+](=O)[O-])c(O)cc1O. RXN SMILES: [NH2:15][OH:16].[O:18]1[CH2:19][CH2:20][O:21][CH2:22][CH2:23]1.[OH2:17].[OH:1][c:2]1[c:3]([C:4](=[O:5])[Cl:6])[cH:7][c:8]([N+:12](=[O:13])[O-:14])[c:9]([OH:11])[cH:10]1>>[OH:1][c:2]1[c:3]([C:4](=[O:5])[NH:15][OH:16])[cH:7][c:8]([N+:12](=[O:13])[O-:14])[c:9]([OH:11])[cH:10]1. Starting materials: CCN(CC)P1(=NC(C)(C)C)N(C)CCCN1C, C1CCOC1, Nc1nc2c(Oc3cc(-c4ccc(C(F)(F)F)cc4)ncn3)cccc2s1, O=C(Cl)Cc1ccccc1. The product is O=C(Cc1ccccc1)Nc1nc2c(Oc3cc(-c4ccc(C(F)(F)F)cc4)ncn3)cccc2s1. As a reaction SMILES: [C:38]([N:39]=[P:40]1([N:41]([CH2:42][CH3:43])[CH2:44][CH3:45])[N:46]([CH3:47])[CH2:48][CH2:49][CH2:50][N:51]1[CH3:52])([CH3:53])([CH3:54])[CH3:55].[CH2:56]1[O:57][CH2:58][CH2:59][CH2:60]1.[F:1][C:2]([c:3]1[cH:4][cH:5][c:6](-[c:9]2[cH:10][c:11]([O:15][c:16]3[cH:17][cH:18][cH:19][c:20]4[c:21]3[n:22][c:23]([NH2:25])[s:24]4)[n:12][cH:13][n:14]2)[cH:7][cH:8]1)([F:26])[F:27].[c:28]1([CH2:34][C:35](=[O:36])[Cl:37])[cH:29][cH:30][cH:31][cH:32][cH:33]1>>[F:1][C:2]([c:3]1[cH:4][cH:5][c:6](-[c:9]2[cH:10][c:11]([O:15][c:16]3[cH:17][cH:18][cH:19][c:20]4[c:21]3[n:22][c:23]([NH:25][C:35]([CH2:34][c:28]3[cH:29][cH:30][cH:31][cH:32][cH:33]3)=[O:36])[s:24]4)[n:12][cH:13][n:14]2)[cH:7][cH:8]1)([F:26])[F:27]. Reactants: BrB(Br)Br, CCOC(=O)c1cnn(-c2nc(-c3ccccc3OC)cs2)c1C(F)(F)F, ClCCl. The product is CCOC(=O)c1cnn(-c2nc(-c3ccccc3O)cs2)c1C(F)(F)F. Reaction SMILES: [B:28]([Br:29])([Br:30])[Br:31].[CH3:1][O:2][c:3]1[c:4](-[c:9]2[n:10][c:11](-[n:14]3[n:15][cH:16][c:17]([C:23](=[O:24])[O:25][CH2:26][CH3:27])[c:18]3[C:19]([F:20])([F:21])[F:22])[s:12][cH:13]2)[cH:5][cH:6][cH:7][cH:8]1.[Cl:32][CH2:33][Cl:34]>>[OH:2][c:3]1[c:4](-[c:9]2[n:10][c:11](-[n:14]3[n:15][cH:16][c:17]([C:23](=[O:24])[O:25][CH2:26][CH3:27])[c:18]3[C:19]([F:20])([F:21])[F:22])[s:12][cH:13]2)[cH:5][cH:6][cH:7][cH:8]1. The reactants are COCC1=C(NC(CCl)=O)C=CC=C1 (2'-(methoxymethyl)-2-chloroacetanilide), sec-amide, COCCl (chloromethyl methyl ether). Yields the product COCC1=C(N(C(CCl)=O)COC)C=CC=C1 (2'-(methoxymethyl)-N-(methoxymethyl)-2-chloroacetanilide). Reaction SMILES: [CH3:1][O:2][CH2:3][C:4]1[CH:14]=[CH:13][CH:12]=[CH:11][C:5]=1[NH:6][C:7](=[O:10])[CH2:8][Cl:9].[CH3:15][O:16][CH2:17]Cl>>[CH3:1][O:2][CH2:3][C:4]1[CH:14]=[CH:13][CH:12]=[CH:11][C:5]=1[N:6]([CH2:15][O:16][CH3:17])[C:7](=[O:10])[CH2:8][Cl:9]. Procedure: Following the above procedure, but using 2'-(methoxymethyl)-2-chloroacetanilide as the sec-amide starting material and chloromethyl methyl ether as the alkylating agent, the product 2'-(methoxymethyl)-N-(methoxymethyl)-2-chloroacetanilide was obtained. The reactants are CC(C)(C)N, Cc1ccccc1, Cc1ccccc1C=O. The product is Cc1ccccc1C=NC(C)(C)C. As a reaction SMILES: [C:10]([CH3:11])([CH3:12])([CH3:13])[NH2:14].[CH3:15][c:16]1[cH:17][cH:18][cH:19][cH:20][cH:21]1.[CH3:1][c:2]1[cH:3][cH:4][cH:5][cH:6][c:7]1[CH:8]=[O:9]>>[CH3:1][c:2]1[cH:3][cH:4][cH:5][cH:6][c:7]1[CH:8]=[N:14][C:10]([CH3:11])([CH3:12])[CH3:13]. The yield is 54.6%. The reactants are S(=O)(=O)(C1=CC=C(C)C=C1)OCC1OC2=CC=CC=C2CC1 (2-tosyloxymethyl-chroman), C([O-])([O-])=O.[Na+].[Na+] (sodium carbonate), C1(=CC=CC=C1)N1CNC(C12CCNCC2)=O (1-phenyl-1,3,8-triazaspiro[4.5]-decan-4-one), CN(C=O)C (dimethylformamide). Yields the product O1C(CCC2=CC=CC=C12)CN1CCC2(C(NCN2C2=CC=CC=C2)=O)CC1 (8-(Chroman-2-yl-methyl)-1-phenyl-1,3,8-triazaspiro[4.5]-decan-4-one). Procedure: The mixture from 31.8 g (0.1 mol) of 2-tosyloxymethyl-chroman, 7.1 g (0.07 mol) of anhydrous sodium carbonate and 23.1 g (0.1 mol) of 1-phenyl-1,3,8-triazaspiro[4.5]-decan-4-one in 240 mol of anhydrous dimethylformamide (DMF) is stirred at 110° C. for 6 h and then poured onto ice (500 g). After extracting with ethyl acetate (5×100 ml), washing the organic extracts with water, drying over anhydrous sodium sulphate and evaporating the organic phase in a water jet vacuum, 65.7 g of solvent-containi... As a reaction SMILES: S(O[CH2:12][CH:13]1[CH2:22][CH2:21][C:20]2[C:15](=[CH:16][CH:17]=[CH:18][CH:19]=2)[O:14]1)(C1C=CC(C)=CC=1)(=O)=O.C(=O)([O-])[O-].[Na+].[Na+].[C:29]1([N:35]2[C:39]3([CH2:44][CH2:43][NH:42][CH2:41][CH2:40]3)[C:38](=[O:45])[NH:37][CH2:36]2)[CH:34]=[CH:33][CH:32]=[CH:31][CH:30]=1.CN(C)C=O>>[O:14]1[C:15]2[C:20](=[CH:19][CH:18]=[CH:17][CH:16]=2)[CH2:21][CH2:22][CH:13]1[CH2:12][N:42]1[CH2:41][CH2:40][C:39]2([N:35]([C:29]3[CH:34]=[CH:33][CH:32]=[CH:31][CH:30]=3)[CH2:36][NH:37][C:38]2=[O:45])[CH2:44][CH2:43]1 |f:1.2.3|.